Dataset: the Open Reaction Database (ORD), a public repository of structured organic reaction records. Task: describe an organic reaction: reactants, conditions, products, and yield The reactants are FC=1C=C(C=CC1N1C=C(C=C1)C=O)C1=NOC(C1)CNC(C)=O ((-)-N-[[3-[3-Fluoro-4-(3-formyl-1H-pyrrol-1-yl)phenyl]-4,5-dihydro-5-isoxazolyl]methyl]acetamide), [BH4-].[Na+] (sodium borohydride). The solvent is CO (methanol), [OH-].[Na+] (sodium hydroxide). Run at time 1 hour. Yields the product FC=1C=C(C=CC1N1C=C(C=C1)CO)C1=NOC(C1)CNC(C)=O ((-)-N-[[3-[3-Fluoro-4-[3-(hydroxymethyl)-1H-pyrrol-1-yl]phenyl]-4,5-dihydro-5-isoxazolyl]methyl]acetamide). Isolated yield 92.0%. Reaction SMILES: [F:1][C:2]1[CH:3]=[C:4]([C:15]2[CH2:19][CH:18]([CH2:20][NH:21][C:22](=[O:24])[CH3:23])[O:17][N:16]=2)[CH:5]=[CH:6][C:7]=1[N:8]1[CH:12]=[CH:11][C:10]([CH:13]=[O:14])=[CH:9]1.[BH4-].[Na+]>CO.[OH-].[Na+]>[F:1][C:2]1[CH:3]=[C:4]([C:15]2[CH2:19][CH:18]([CH2:20][NH:21][C:22](=[O:24])[CH3:23])[O:17][N:16]=2)[CH:5]=[CH:6][C:7]=1[N:8]1[CH:12]=[CH:11][C:10]([CH2:13][OH:14])=[CH:9]1 |f:1.2,4.5|. Reported procedure: (-)-5-Acetamidomethyl-3-(3-fluoro-4-(3-formyl-pyrrol-1-yl)phenyl)isoxazoline (Example 15) (658 mg) is suspended/dissolved in 20 ml methanol under nitrogen. The mixture is treated with sodium borohydride (76 mg) and the reaction is stirred 1 hour at room temperature. The reaction is diluted with 1×10 ml 2N sodium hydroxide and the volatiles are removed in vacuo. The residue is diluted with 20 ml water and the white solid is collected and dried to give 609 mg of the title compound as an off white ... Starting materials: BrC=1C=C2C(=CNC2=CC1)C[C@@H]1N(CCC1)C (5-Bromo-3-(1-methylpyrrolidin-2(R)-ylmethyl)-1H-indole), C(C)B(C1=CC=NC=C1)CC (diethyl (4-pyridyl)borane), [O-]CC.[Na+] (sodium ethoxide), [Br-].C(CCC)[NH3+] (n-butylammonium bromide). The reagents and catalysts are C1=CC=C(C=C1)P(C2=CC=CC=C2)C3=CC=CC=C3.C1=CC=C(C=C1)P(C2=CC=CC=C2)C3=CC=CC=C3.C1=CC=C(C=C1)P(C2=CC=CC=C2)C3=CC=CC=C3.C1=CC=C(C=C1)P(C2=CC=CC=C2)C3=CC=CC=C3.[Pd] (tetrakis(triphenylphosphine)palladium(O)). Product: CN1[C@H](CCC1)CC1=CNC2=CC=C(C=C12)C1=CC=NC=C1 (3-(1-methylpyrrolidin-2(R)-ylmethyl)-5-(4-pyridyl)-1H-indole). RXN SMILES: Br[C:2]1[CH:3]=[C:4]2[C:8](=[CH:9][CH:10]=1)[NH:7][CH:6]=[C:5]2[CH2:11][C@H:12]1[CH2:16][CH2:15][CH2:14][N:13]1[CH3:17].C(B(CC)[C:21]1[CH:26]=[CH:25][N:24]=[CH:23][CH:22]=1)C.[O-]CC.[Na+].[Br-].C([NH3+])CCC>C1C=CC(P(C2C=CC=CC=2)C2C=CC=CC=2)=CC=1.C1C=CC(P(C2C=CC=CC=2)C2C=CC=CC=2)=CC=1.C1C=CC(P(C2C=CC=CC=2)C2C=CC=CC=2)=CC=1.C1C=CC(P(C2C=CC=CC=2)C2C=CC=CC=2)=CC=1.[Pd]>[CH3:17][N:13]1[CH2:14][CH2:15][CH2:16][C@@H:12]1[CH2:11][C:5]1[C:4]2[C:8](=[CH:9][CH:10]=[C:2]([C:21]3[CH:26]=[CH:25][N:24]=[CH:23][CH:22]=3)[CH:3]=2)[NH:7][CH:6]=1 |f:2.3,4.5,6.7.8.9.10|. Procedure: 5-Bromo-3-(1-methylpyrrolidin-2(R)-ylmethyl)-1H-indole (see Preparation 36) and diethyl (4-pyridyl)borane (see Preparation 50) were reacted together in the presence of sodium ethoxide, n-butylammonium bromide and tetrakis(triphenylphosphine)palladium(O) using a procedure similar to that in Example 56. This gave the title compound. Found: C,75.77; H,7.16; N,13.78%; C19H21N3.1/8CH2Cl2 requires: C,76.06; H,7.09; N,13.91%. Reactants: C=CC1OC(C)(C)OC(CC(=O)OC(C)(C)C)C1NC(=O)OCc1ccccc1, CC(C)(C)[Si](C)(C)C(F)(F)F, ClCCl, [Cl-], [NH4+], O=[SH](=O)[O-], Cc1cccc(C)n1. Yields the product C=CC1OC(C)(C)OC(CC(=O)OC(C)(C)C)C1NC(=O)O[Si](C)(C)C(C)(C)C. As a reaction SMILES: [C:1]([CH3:2])([CH3:3])([CH3:4])[O:5][C:6]([CH2:7][CH:8]1[O:9][C:10]([CH3:27])([CH3:28])[O:11][CH:12]([CH:25]=[CH2:26])[CH:13]1[NH:14][C:15](=[O:16])[O:17][CH2:18][c:19]1[cH:20][cH:21][cH:22][cH:23][cH:24]1)=[O:29].[C:38]([CH3:39])([CH3:40])([CH3:41])[Si:42]([CH3:43])([CH3:44])[C:45]([F:46])([F:47])[F:48].[CH2:55]([Cl:56])[Cl:57].[Cl-:53].[NH4+:54].[SH:49](=[O:50])(=[O:51])[O-:52].[n:30]1[c:31]([CH3:32])[cH:33][cH:34][cH:35][c:36]1[CH3:37]>>[C:1]([CH3:2])([CH3:3])([CH3:4])[O:5][C:6]([CH2:7][CH:8]1[O:9][C:10]([CH3:27])([CH3:28])[O:11][CH:12]([CH:25]=[CH2:26])[CH:13]1[NH:14][C:15](=[O:16])[O:17][Si:42]([C:38]([CH3:39])([CH3:40])[CH3:41])([CH3:43])[CH3:44])=[O:29]. Starting materials: Cl (hydrochloric acid), N1(C=CC=C1)C=1C=C(C=C(C(=O)OC)C1)C(=O)OC (dimethyl 5-(pyrrol-1-yl)isophthalate), C(C)(=O)OC (methyl acetate), C[O-].[Na+] (sodium methoxide). Run in CN(C=O)C (N,N-dimethylformamide), O (water). Run at temperature 55 celsius. The product is COC(=O)C=1C=C(C=C(C1)N1C=CC=C1)C(CC(=O)OC)=O (methyl 3-[3-methoxycarbonyl-5-(pyrrol-1-yl)phenyl]-3-oxopropionate). The yield is 8.9%. RXN SMILES: [N:1]1([C:6]2[CH:7]=[C:8]([C:16]([O:18]C)=O)[CH:9]=[C:10]([CH:15]=2)[C:11]([O:13][CH3:14])=[O:12])[CH:5]=[CH:4][CH:3]=[CH:2]1.[C:20]([O:23][CH3:24])(=[O:22])[CH3:21].C[O-].[Na+].Cl>CN(C)C=O.O>[CH3:14][O:13][C:11]([C:10]1[CH:9]=[C:8]([C:16](=[O:18])[CH2:21][C:20]([O:23][CH3:24])=[O:22])[CH:7]=[C:6]([N:1]2[CH:2]=[CH:3][CH:4]=[CH:5]2)[CH:15]=1)=[O:12] |f:2.3|. Procedure details: A mixture of dimethyl 5-(pyrrol-1-yl)isophthalate (3.0 g), methyl acetate (0.86 g) and sodium methoxide (0.81 g) in N,N-dimethylformamide (21 ml) was heated at 55° C. for 3 hours. After being cooled to room temperature, the reaction mixture was poured into water (100 ml) and the whole was adjusted to pH 3 with 10% hydrochloric acid. The resulting precipitate was collected and washed with water. This crude product was purified by column chromatography on silica gel (150 ml) with benzene-ethyl ace... Reactants: [Cl-].[Al+3].[Cl-].[Cl-] (aluminum chloride), ClC(C(=O)OCC)=O (ethyl chloroglyoxylate), C1(=CC=CC=C1)OC1=CC=CC=C1 (diphenyl ether). The solvent is ClCCl (dichloromethane). Run at time 30 minute. Product: O(C1=CC=CC=C1)C1=CC=C(C=C1)C(C(=O)OCC)=O (ethyl 4-phenoxyphenylglyoxylate). The yield is 70.0%. Reaction SMILES: [Cl-].[Al+3].[Cl-].[Cl-].Cl[C:6](=[O:12])[C:7]([O:9][CH2:10][CH3:11])=[O:8].[C:13]1([O:19][C:20]2[CH:25]=[CH:24][CH:23]=[CH:22][CH:21]=2)[CH:18]=[CH:17][CH:16]=[CH:15][CH:14]=1>ClCCl>[O:19]([C:20]1[CH:21]=[CH:22][C:23]([C:6](=[O:12])[C:7]([O:9][CH2:10][CH3:11])=[O:8])=[CH:24][CH:25]=1)[C:13]1[CH:18]=[CH:17][CH:16]=[CH:15][CH:14]=1 |f:0.1.2.3|. Reported procedure: To a mixture of aluminum chloride (29.3 g) and dichloromethane (250 ml), ethyl chloroglyoxylate (22.3 ml) was added dropwise at 0° C. After stirring for 30 minutes, diphenyl ether (63.5 ml) was added dropwise over 30 minutes at 0° C. followed by stirring for 2 hours, the reaction mixture was poured onto ice (250 g) and stirred for 1 hour at room temperature. The dichloromethane layer was separated, washed with saturated aqueous sodium chloride, dried (MgSO4), and then concentrated. The residue w... Starting materials: Cl.N1(N=CN=C1)C1CNCCC1 (3-(1,2,4-triazol-1-yl)piperidine hydrochloride), C1CCC2=NCCCN2CC1 (DBU), C1(CC1)N1C=C(C(C2=CC(=C(C(=C12)F)F)F)=O)C(=O)O (1-cyclopropyl-6,7,8-trifluoro-1,4-dihydro-4-oxoquinoline-3-carboxylic acid). Run in C(C)#N (acetonitrile). Run at temperature 90 celsius. Product: C1(CC1)N1C=C(C(C2=CC(=C(C(=C12)F)N1CC(CCC1)N1N=CN=C1)F)=O)C(=O)O (1-Cyclopropyl-6,8-difluoro-7-[3-(1,2,4-triazol-1-yl) piperidin-1-yl]-1,4-dihydro-4-oxoquinoline-3-carboxylic acid). Reaction SMILES: Cl.[N:2]1([CH:7]2[CH2:12][CH2:11][CH2:10][NH:9][CH2:8]2)[CH:6]=[N:5][CH:4]=[N:3]1.C1CCN2C(=NCCC2)CC1.[CH:24]1([N:27]2[C:36]3[C:31](=[CH:32][C:33]([F:39])=[C:34](F)[C:35]=3[F:37])[C:30](=[O:40])[C:29]([C:41]([OH:43])=[O:42])=[CH:28]2)[CH2:26][CH2:25]1>C(#N)C>[CH:24]1([N:27]2[C:36]3[C:31](=[CH:32][C:33]([F:39])=[C:34]([N:9]4[CH2:10][CH2:11][CH2:12][CH:7]([N:2]5[CH:6]=[N:5][CH:4]=[N:3]5)[CH2:8]4)[C:35]=3[F:37])[C:30](=[O:40])[C:29]([C:41]([OH:43])=[O:42])=[CH:28]2)[CH2:25][CH2:26]1 |f:0.1|. Procedure: 3-(1,2,4-triazol-1-yl)piperidine hydrochloride (300 mg, 1.59 mmol) and DBU (0.48 g, 3.18 mmol) were added to a suspension of 1-cyclopropyl-6,7,8-trifluoro-1,4-dihydro-4-oxoquinoline-3-carboxylic acid (180 mg, 0.63 mmol) in acetonitrile (15 ml). The reaction mixture was refluxed at 90° C. for 48 hrs and then concentrated under vacuum. The residue was diluted with water and aqueous solution was extracted with chloroform. The organic layer dried over Na2SO4, concentrated and the residue was diluted... The reactants are N1C=CC2=CC=CC=C12 (indole), p-formaldehyde, C1(=CC=C(C=C1)S(=O)[O-])C.[Na+] (sodium p-toluenesulfinate), C(C)(=O)O (acetic acid), CN(C=O)C (N,N-dimethylformamide). Solvent: ClC1=CC=CC=C1 (chlorobenzene), O (water). Run at temperature 150 celsius. Product: N1C=C(C2=CC=CC=C12)C1=C(C=CC(=C1)C)S(=O)(=O)C ([(3-indolyl)(4-methylphenylsulfonyl)]methane). RXN SMILES: [NH:1]1[C:9]2[C:4](=[CH:5][CH:6]=[CH:7][CH:8]=2)[CH:3]=[CH:2]1.[C:10]1([CH3:19])[CH:15]=[CH:14][C:13]([S:16]([O-:18])=[O:17])=[CH:12][CH:11]=1.[Na+].[C:21](O)(=O)C.CN(C)C=O>ClC1C=CC=CC=1.O>[NH:1]1[C:9]2[C:4](=[CH:5][CH:6]=[CH:7][CH:8]=2)[C:3]([C:12]2[CH:11]=[C:10]([CH3:19])[CH:15]=[CH:14][C:13]=2[S:16]([CH3:21])(=[O:18])=[O:17])=[CH:2]1 |f:1.2|. Procedure details: A stirred mixture of 5.0 g (0.043 mole) of indole, 1.5 g (0.05 mole) of p-formaldehyde, 7.65 g (0.043 mole) of sodium p-toluenesulfinate, 3.87 ml of glacial acetic acid and 36.6 ml of N,N-dimethylformamide was heated at approximately 150° C. for approximately four hours. The slightly cooled reaction mixture was then slowly poured with stirring into approximately 110 ml of water and 75.0 ml of chlorobenzene was added. The layers were separated after approximately twenty minutes and the water laye... Starting materials: COC(=O)C1=NC(=C2C=CC(N(C2=C1O)CC1=CC=CC=C1)=O)C#N (1-benzyl-5-cyano-8-hydroxy-2-oxo-1,2-dihydro-[1,6]naphthyridine-7-carboxylic acid methyl ester), CN (methylamine). Run in CCO (EtOH). Run at temperature 80 celsius. The product is CNC(=O)C1=NC(=C2C=CC(N(C2=C1O)CC1=CC=CC=C1)=O)C#N (1-Benzyl-5-cyano-8-hydroxy-2-oxo-1,2-dihydro-[1,6]naphthyridine-7-carboxylic acid methylamide). RXN SMILES: CO[C:3]([C:5]1[C:14]([OH:15])=[C:13]2[C:8]([CH:9]=[CH:10][C:11](=[O:23])[N:12]2[CH2:16][C:17]2[CH:22]=[CH:21][CH:20]=[CH:19][CH:18]=2)=[C:7]([C:24]#[N:25])[N:6]=1)=[O:4].[CH3:26][NH2:27]>CCO>[CH3:26][NH:27][C:3]([C:5]1[C:14]([OH:15])=[C:13]2[C:8]([CH:9]=[CH:10][C:11](=[O:23])[N:12]2[CH2:16][C:17]2[CH:18]=[CH:19][CH:20]=[CH:21][CH:22]=2)=[C:7]([C:24]#[N:25])[N:6]=1)=[O:4]. Procedure details: A mixture of 1-benzyl-5-cyano-8-hydroxy-2-oxo-1,2-dihydro-[1,6]naphthyridine-7-carboxylic acid methyl ester (18 mg, 0.054 mmol) and methylamine (1 mL, 2M in THF) in EtOH (2 mL) was heated in a sealed tube at 80° C. for 16 h. After cooling to r.t., mixture was concentrated in vacuo. The residue was purified by silica gel chromatography (0-2% MeOH/CH2Cl2) to give 10 mg of the title compound. MS: (−) m/z 333.30 (M−1).